Dataset: the Open Reaction Database (ORD), a public repository of structured organic reaction records. Task: describe an organic reaction: reactants, conditions, products, and yield Reactants: ClC=1C(=C(C(=O)O)C=C(C1NC)[N+](=O)[O-])F (3-chloro-2-fluoro-4-methylamino-5-nitro-benzoic acid), C[Si](C)(C)C=[N+]=[N-] (trimethylsilyl-diazomethane). The solvent is C1CCOC1 (THF), CO (MeOH). Conditions: temperature 0 celsius, time 30 minute. The product is COC(C1=C(C(=C(C(=C1)[N+](=O)[O-])NC)Cl)F)=O (3-chloro-2-fluoro-4-methylamino-5-nitro-benzoic acid methyl ester). Isolated yield 76.8%. As a reaction SMILES: [Cl:1][C:2]1[C:3]([F:16])=[C:4]([CH:8]=[C:9]([N+:13]([O-:15])=[O:14])[C:10]=1[NH:11][CH3:12])[C:5]([OH:7])=[O:6].[CH3:17][Si](C=[N+]=[N-])(C)C>C1COCC1.CO>[CH3:17][O:6][C:5](=[O:7])[C:4]1[CH:8]=[C:9]([N+:13]([O-:15])=[O:14])[C:10]([NH:11][CH3:12])=[C:2]([Cl:1])[C:3]=1[F:16]. Procedure details: A solution of 5.30 g (21.32 mmol) of 3-chloro-2-fluoro-4-methylamino-5-nitro-benzoic acid in 53 mL of THF and 13.75 ml of MeOH is cooled to a temperature of 0° C. Then, 13.86 ml (27.72 mmol) of trimethylsilyl-diazomethane (2 M in diethylether) were added portion wise at a temperature of 0° C. The mixture is stirred 30 min at a temperature of 0° C. and 30 min at ambient temperature. The reaction mixture is evaporated with acetic acid in the trap. The yellow residue is titurated in diethyl ether a... Starting materials: [Li]CCCC, O=C1NC(Cc2ccccc2)CO1, O=C(Cl)CCCCC1CCCCC1, C1CCOC1. Yields the product O=C(CCCCC1CCCCC1)N1C(=O)OCC1Cc1ccccc1. RXN SMILES: [CH2:1]([Li:2])[CH2:3][CH2:4][CH3:5].[CH2:6]([c:7]1[cH:8][cH:9][cH:10][cH:11][cH:12]1)[CH:13]1[NH:14][C:15](=[O:18])[O:16][CH2:17]1.[CH:19]1([CH2:25][CH2:26][CH2:27][CH2:28][C:29](=[O:30])[Cl:31])[CH2:20][CH2:21][CH2:22][CH2:23][CH2:24]1.[O:32]1[CH2:33][CH2:34][CH2:35][CH2:36]1>>[CH2:6]([c:7]1[cH:8][cH:9][cH:10][cH:11][cH:12]1)[CH:13]1[N:14]([C:29]([CH2:28][CH2:27][CH2:26][CH2:25][CH:19]2[CH2:20][CH2:21][CH2:22][CH2:23][CH2:24]2)=[O:30])[C:15](=[O:18])[O:16][CH2:17]1. Starting materials: CC(=O)C.C(C)(=O)OCC (acetone ethyl acetate), C(C1=CC=CC=C1)C1=NC=CC=C1 (2-benzylpyridine), OO (hydrogen peroxide). Procedure details: A stirred solution of 3.0 g (18 mmol) 2-benzylpyridine and 1.65 mL of 30% aqueous hydrogen peroxide in 5.0 mL of acetic acid was heated at 100° C. for 3 hr (S. Hibino and E. Sugino, J. Heterocycl Chem., 1990, 27, 175). After cooling to room temperature, the reaction was diluted with 30 mL ethyl acetate and neutralized with sodium carbonate. The sodium acetate was separated by filtration and the filtrate was dried (sodium carbonate) and concentrated to give a yellow oil. Flash column chromatograp... Run in C(C)(=O)OCC (ethyl acetate), C([O-])([O-])=O.[Na+].[Na+] (sodium carbonate), C(C)(=O)O (acetic acid). As a reaction SMILES: [CH2:1]([C:8]1[CH:13]=[CH:12][CH:11]=[CH:10][N:9]=1)[C:2]1[CH:7]=[CH:6][CH:5]=[CH:4][CH:3]=1.OO.CC(C)=[O:18].C(OCC)(=O)C>C(O)(=O)C.C(OCC)(=O)C.C(=O)([O-])[O-].[Na+].[Na+]>[CH2:1]([C:8]1[CH:13]=[CH:12][CH:11]=[CH:10][N+:9]=1[O-:18])[C:2]1[CH:7]=[CH:6][CH:5]=[CH:4][CH:3]=1 |f:2.3,6.7.8|. Product: C(C1=CC=CC=C1)C1=[N+](C=CC=C1)[O-] (2-benzylpyridine N-oxide). Yield: 79.0%. Starting materials: Cc1cc(C)c2c(c1)[nH]c(=O)n2CC(=O)N(C)C, [H-], [Na+], CN(C)C=O, O=C1Nc2ncccc2C12Cc1cc3ccc(CO)nc3cc1C2. Yields the product Cc1cc(C)c2c(c1)n(Cc1ccc3cc4c(cc3n1)CC1(C4)C(=O)Nc3ncccc31)c(=O)n2CC(=O)N(C)C. Reaction SMILES: [CH3:1][c:2]1[cH:3][c:4]2[c:5]([n:6]([CH2:10][C:11](=[O:12])[N:13]([CH3:14])[CH3:15])[c:7](=[O:9])[nH:8]2)[c:16]([CH3:18])[cH:17]1.[H-:19].[Na+:20].[O:45]=[CH:46][N:47]([CH3:48])[CH3:49].[OH:21][CH2:22][c:23]1[n:24][c:25]2[cH:26][c:27]3[c:28]([cH:29][c:30]2[cH:31][cH:32]1)[CH2:33][C:34]1([CH2:35]3)[C:36](=[O:44])[NH:37][c:38]2[n:39][cH:40][cH:41][cH:42][c:43]21>>[CH3:1][c:2]1[cH:3][c:4]2[c:5]([n:6]([CH2:10][C:11](=[O:12])[N:13]([CH3:14])[CH3:15])[c:7](=[O:9])[n:8]2[CH2:22][c:23]2[n:24][c:25]3[cH:26][c:27]4[c:28]([cH:29][c:30]3[cH:31][cH:32]2)[CH2:33][C:34]2([CH2:35]4)[C:36](=[O:44])[NH:37][c:38]3[n:39][cH:40][cH:41][cH:42][c:43]32)[c:16]([CH3:18])[cH:17]1. Starting materials: O=C1CCCc2c1[nH]c1ccc(Br)cc21, COc1ccc(N)cc1. Product: COc1ccc(NC2CCCc3c2[nH]c2ccc(Br)cc32)cc1. Reaction SMILES: [Br:1][c:2]1[cH:3][c:4]2[c:5]3[c:10]([nH:11][c:12]2[cH:13][cH:14]1)[C:9](=[O:15])[CH2:8][CH2:7][CH2:6]3.[CH3:16][O:17][c:18]1[cH:19][cH:20][c:21]([NH2:24])[cH:22][cH:23]1>>[Br:1][c:2]1[cH:3][c:4]2[c:5]3[c:10]([nH:11][c:12]2[cH:13][cH:14]1)[CH:9]([NH:24][c:21]1[cH:20][cH:19][c:18]([O:17][CH3:16])[cH:23][cH:22]1)[CH2:8][CH2:7][CH2:6]3. Reactants: COc1cc(Br)cc(CNC(=O)OC(C)(C)C)c1, CC(C)(C)[Si](C)(C)OCc1cccc(B(O)O)c1, COc1ccc2ccccc2c1-c1c(P(C2CCCCC2)C2CCCCC2)ccc2ccccc12, [K+], [K+], [K+], CC(=O)[O-], CC(=O)[O-], C1COCCO1, O=P([O-])([O-])[O-], [Pd+2]. Product: COc1cc(CNC(=O)OC(C)(C)C)cc(-c2cccc(CO[Si](C)(C)C(C)(C)C)c2)c1. RXN SMILES: [Br:1][c:2]1[cH:3][c:4]([CH2:10][NH:11][C:12]([O:13][C:14]([CH3:15])([CH3:16])[CH3:17])=[O:18])[cH:5][c:6]([O:8][CH3:9])[cH:7]1.[CH3:62][C:63]([CH3:64])([CH3:65])[Si:66]([O:67][CH2:68][c:69]1[cH:70][c:71]([B:75]([OH:76])[OH:77])[cH:72][cH:73][cH:74]1)([CH3:78])[CH3:79].[CH:19]1([P:20]([CH:21]2[CH2:22][CH2:23][CH2:24][CH2:25][CH2:26]2)[c:27]2[cH:28][cH:29][c:30]3[c:31]([cH:32][cH:33][cH:34][cH:35]3)[c:36]2-[c:37]2[c:38]3[c:39]([cH:40][cH:41][cH:42][cH:43]3)[cH:44][cH:45][c:46]2[O:47][CH3:48])[CH2:49][CH2:50][CH2:51][CH2:52][CH2:53]1.[K+:59].[K+:60].[K+:61].[O-:87][C:88]([CH3:89])=[O:90].[O-:91][C:92]([CH3:93])=[O:94].[O:80]1[CH2:81][CH2:82][O:83][CH2:84][CH2:85]1.[P:54]([O-:55])([O-:56])([O-:57])=[O:58].[Pd+2:86]>>[c:2]1(-[c:71]2[cH:70][c:69]([CH2:68][O:67][Si:66]([C:63]([CH3:62])([CH3:64])[CH3:65])([CH3:78])[CH3:79])[cH:74][cH:73][cH:72]2)[cH:3][c:4]([CH2:10][NH:11][C:12]([O:13][C:14]([CH3:15])([CH3:16])[CH3:17])=[O:18])[cH:5][c:6]([O:8][CH3:9])[cH:7]1. Product: CN(c1ccccc1)c1ncc2c(n1)-c1cc(Br)ccc1NC(=O)C2. Starting materials: CS(=O)c1ncc2c(n1)-c1cc(Br)ccc1NC(=O)C2, CNc1ccccc1, O. Reaction SMILES: [Br:1][c:2]1[cH:3][c:4]2[c:5]([cH:19][cH:20]1)[NH:6][C:7](=[O:18])[CH2:8][c:9]1[c:10]-2[n:11][c:12]([S:15]([CH3:16])=[O:17])[n:13][cH:14]1.[CH3:21][NH:22][c:23]1[cH:24][cH:25][cH:26][cH:27][cH:28]1.[OH2:29]>>[Br:1][c:2]1[cH:3][c:4]2[c:5]([cH:19][cH:20]1)[NH:6][C:7](=[O:18])[CH2:8][c:9]1[c:10]-2[n:11][c:12]([N:22]([CH3:21])[c:23]2[cH:24][cH:25][cH:26][cH:27][cH:28]2)[n:13][cH:14]1.